Dataset: the Open Reaction Database (ORD), a public repository of structured organic reaction records. Task: describe an organic reaction: reactants, conditions, products, and yield The reactants are [Cl-].[NH4+] (ammonium chloride), C(CC(=O)OCC)(=O)OCC (Diethyl malonate), [H-].[Na+] (sodium hydride), FC1=C(C(=CC(=C1)[N+](=O)[O-])F)F (1,2,3-trifluoro-5-nitrobenzene). Run in C1CCOC1 (THF). Run at time 1 hour. Yields the product FC1=C(C(=CC(=C1)[N+](=O)[O-])F)C(C(=O)OCC)C(=O)OCC (diethyl 2,6-difluoro-4-nitrophenylmalonate). Yield: 94.6%. RXN SMILES: [C:1]([O:9][CH2:10][CH3:11])(=[O:8])[CH2:2][C:3]([O:5][CH2:6][CH3:7])=[O:4].[H-].[Na+].[F:14][C:15]1[CH:20]=[C:19]([N+:21]([O-:23])=[O:22])[CH:18]=[C:17]([F:24])[C:16]=1F.[Cl-].[NH4+]>C1COCC1>[F:14][C:15]1[CH:20]=[C:19]([N+:21]([O-:23])=[O:22])[CH:18]=[C:17]([F:24])[C:16]=1[CH:2]([C:3]([O:5][CH2:6][CH3:7])=[O:4])[C:1]([O:9][CH2:10][CH3:11])=[O:8] |f:1.2,4.5|. Reported procedure: Diethyl malonate (44.8 g, 280 mmol) was added to a suspension of sodium hydride (60%, oil, 28.0 g, 700 mmol) in THF (280 mL) at 0° C., and the mixture was stirred at room temperature for 1 hr. Then, 1,2,3-trifluoro-5-nitrobenzene (24.79 g, 140 mmol) was added thereto at 0° C., and the mixture was stirred at room temperature for 2 hr. To the reaction mixture was added aqueous ammonium chloride solution, and the mixture was extracted with ethyl acetate (×2). The organic layer was washed with brine...